This data is from the Open Reaction Database (ORD), a public repository of structured organic reaction records. The task is: describe an organic reaction: reactants, conditions, products, and yield The reactants are C1(=CC=CC=C1)P(C1=CC=CC=C1)C1=CC=CC=C1 (triphenylphosphine), BrCC1=CC=C(C=C1)C1=CC=C(C=C1)CCCCC (4-(bromomethyl)-4'-pentylbiphenyl). The solvent is C(C)(=O)OCC (ethyl acetate), C(C)(=O)OCC (ethyl acetate). Run at time 18 hour. Product: [Br-].C(CCCC)C1=CC=C(C=C1)C1=CC=C(C=C1)C[P+](C1=CC=CC=C1)(C1=CC=CC=C1)C1=CC=CC=C1 ((4'-pentyl-4-biphenylyl)methyl-triphenylphosphonium bromide). Yield: 55.5%. Reaction SMILES: [C:1]1([P:7]([C:14]2[CH:19]=[CH:18][CH:17]=[CH:16][CH:15]=2)[C:8]2[CH:13]=[CH:12][CH:11]=[CH:10][CH:9]=2)[CH:6]=[CH:5][CH:4]=[CH:3][CH:2]=1.[Br:20][CH2:21][C:22]1[CH:27]=[CH:26][C:25]([C:28]2[CH:33]=[CH:32][C:31]([CH2:34][CH2:35][CH2:36][CH2:37][CH3:38])=[CH:30][CH:29]=2)=[CH:24][CH:23]=1>C(OCC)(=O)C>[Br-:20].[CH2:34]([C:31]1[CH:32]=[CH:33][C:28]([C:25]2[CH:26]=[CH:27][C:22]([CH2:21][P+:7]([C:1]3[CH:2]=[CH:3][CH:4]=[CH:5][CH:6]=3)([C:8]3[CH:13]=[CH:12][CH:11]=[CH:10][CH:9]=3)[C:14]3[CH:15]=[CH:16][CH:17]=[CH:18][CH:19]=3)=[CH:23][CH:24]=2)=[CH:29][CH:30]=1)[CH2:35][CH2:36][CH2:37][CH3:38] |f:3.4|. Procedure: A solution of 11.6 g of triphenylphosphine in 20 ml of ethyl acetate was placed in a sulphonation flask under argon gasification and treated at room temperature within 10 minutes with a solution of 7.5 g of 4-(bromomethyl)-4'-pentylbiphenyl in 15 ml of ethyl acetate. The reaction mixture was subsequently stirred at room temperature for a further 18 hours and then the separated Wittig salt was filtered off, washed with ethyl acetate and dried at 50° C./12 Torr up to constant weight. There were ob...